Dataset: the Open Reaction Database (ORD), a public repository of structured organic reaction records. Task: describe an organic reaction: reactants, conditions, products, and yield Reactants: Cc1ccc(C(=O)NC(Cc2cccc(Br)c2)C(=O)O)cc1, CC(=O)OC(C)=O, O, c1ccncc1. Product: CC(=O)C(Cc1cccc(Br)c1)NC(=O)c1ccc(C)cc1. Reaction SMILES: [Br:1][c:2]1[cH:3][c:4]([CH2:8][CH:9]([NH:10][C:11](=[O:12])[c:13]2[cH:14][cH:15][c:16]([CH3:19])[cH:17][cH:18]2)[C:20](=[O:21])[OH:22])[cH:5][cH:6][cH:7]1.[CH3:23][C:24]([O:25][C:26](=[O:27])[CH3:28])=[O:29].[OH2:30].[cH:31]1[cH:32][cH:33][n:34][cH:35][cH:36]1>>[Br:1][c:2]1[cH:3][c:4]([CH2:8][CH:9]([NH:10][C:11](=[O:12])[c:13]2[cH:14][cH:15][c:16]([CH3:19])[cH:17][cH:18]2)[C:20](=[O:22])[CH3:23])[cH:5][cH:6][cH:7]1.